This data is from the Open Reaction Database (ORD), a public repository of structured organic reaction records. The task is: describe an organic reaction: reactants, conditions, products, and yield Reactants: [O-]Cl=O.[Na+] (NaClO2), BrC=1C=C(C=O)C=C(C1OC)OC (3-bromo-4,5-dimethoxybenzaldehyde), S(N)(O)(=O)=O (sulfamic acid). Run in O (H2O), CC#N (CH3CN), O (H2O). Run at time 30 minute. Product: BrC=1C=C(C(=O)O)C=C(C1OC)OC (3-bromo-4,5-dimethoxybenzoic acid). Isolated yield 93.4%. Reaction SMILES: [Br:1][C:2]1[CH:3]=[C:4]([CH:7]=[C:8]([O:12][CH3:13])[C:9]=1[O:10][CH3:11])[CH:5]=[O:6].S(=O)(=O)([OH:16])N.[O-]Cl=O.[Na+]>CC#N.O>[Br:1][C:2]1[CH:3]=[C:4]([CH:7]=[C:8]([O:12][CH3:13])[C:9]=1[O:10][CH3:11])[C:5]([OH:16])=[O:6] |f:2.3|. Procedure details: To a stirred solution of 3-bromo-4,5-dimethoxybenzaldehyde (5.0 g, 20.5 mmol, 1 eq.) in CH3CN (192 mL) at room temperature was added a solution of sulfamic acid (2.55 g, 26.3 mmol) in H2O (32 mL) followed by a dropwise addition of a solution of NaClO2 (3.03 g, 26.8 mmol, 1.3 eq.) in H2O (32 mL) over 20 min period. After stirring for 30 min at room temperature, the solvent was removed in vacuo. The residue was dissolved in 1.0 M aqueous HCl (300 mL) and extracted with EtOAc (3×100 mL). The combin... Starting materials: C(C)(C)(C)[S@](=O)N=C(C(=O)OCC)C(CF)(C)C ((S)-ethyl 2-(tert-butylsulfinylimino)-4-fluoro-3,3-dimethylbutanoate), CCC([BH-](C(CC)C)C(CC)C)C.[Li+].C1CCOC1 (L-Selectride THF). The solvent is C1CCOC1 (THF). Conditions: temperature -78 celsius, time 4 hour. Product: CC(C)([S@](=O)N[C@H](C(=O)OCC)C(CF)(C)C)C ((S)-ethyl 2-((S)-1,1-dimethylethylsulfinamido)-4-fluoro-3,3-dimethylbutanoate). Isolated yield 34.3%. As a reaction SMILES: [C:1]([S@@:5]([N:7]=[C:8]([C:14]([CH3:18])([CH3:17])[CH2:15][F:16])[C:9]([O:11][CH2:12][CH3:13])=[O:10])=[O:6])([CH3:4])([CH3:3])[CH3:2].CCC(C)[BH-](C(C)CC)C(C)CC.[Li+].C1COCC1>C1COCC1>[CH3:4][C:1]([CH3:2])([S@@:5]([NH:7][C@@H:8]([C:14]([CH3:18])([CH3:17])[CH2:15][F:16])[C:9]([O:11][CH2:12][CH3:13])=[O:10])=[O:6])[CH3:3] |f:1.2.3|. Procedure: To a solution of (S)-ethyl 2-(tert-butylsulfinylimino)-4-fluoro-3,3-dimethylbutanoate (1.1 g, 3.94 mmol) in THF (8 mL) was added L-Selectride/THF (5.12 mL, 5.12 mmol) via a syringe pump at 6 mL/h rate at −78° C. The reaction mixture was stirred at −78° C. for 4 h after the completion of addition. The reaction was quenched by addition of aq. NH4Cl at −78° C., diluted with EtOAc and washed with water, brine, dried (MgSO4), concentrated and purified on silica gel chromatography (EtOAc/hexane) to af... The reactants are O=C([O-])[O-], N#Cc1ccc(Cl)cc1F, [Cs+], [Cs+], CN(C)C=O, O, CCCOc1c(O)cccc1C=O. Yields the product CCCOc1c(C=O)cccc1Oc1cc(Cl)ccc1C#N. Reaction SMILES: [C:24](=[O:25])([O-:26])[O-:27].[Cl:1][c:2]1[cH:3][c:4]([F:10])[c:5]([C:6]#[N:7])[cH:8][cH:9]1.[Cs+:28].[Cs+:29].[O:31]=[CH:32][N:33]([CH3:34])[CH3:35].[OH2:30].[OH:11][c:12]1[c:13]([O:20][CH2:21][CH2:22][CH3:23])[c:14]([CH:15]=[O:16])[cH:17][cH:18][cH:19]1>>[Cl:1][c:2]1[cH:3][c:4]([O:11][c:12]2[c:13]([O:20][CH2:21][CH2:22][CH3:23])[c:14]([CH:15]=[O:16])[cH:17][cH:18][cH:19]2)[c:5]([C:6]#[N:7])[cH:8][cH:9]1. Reactants: ( d ), C1(CC1)C(=O)Cl (cyclopropanecarbonyl chloride), OCC(C)(C)S(=O)(=O)CC(C(=O)OCC1=CC=CC=C1)CC1=CC=CC=C1 (benzyl rac-α-[[(2-hydroxy-1,1-dimethylethyl)sulfonyl]methyl]hydrocinnamate). Solvent: N1=CC=CC=C1 (pyridine). The product is C1(CC1)C(=O)OCC(C)(C)S(=O)(=O)CC(C(=O)OCC1=CC=CC=C1)CC1=CC=CC=C1 (benzyl rac-[[[2-[(cyclopropylcarbonyl)oxy]-1,1-dimethylethyl]sulfonyl]methyl]hydrocinnamate). As a reaction SMILES: [CH:1]1([C:4](Cl)=[O:5])[CH2:3][CH2:2]1.[OH:7][CH2:8][C:9]([S:12]([CH2:15][CH:16]([CH2:27][C:28]1[CH:33]=[CH:32][CH:31]=[CH:30][CH:29]=1)[C:17]([O:19][CH2:20][C:21]1[CH:26]=[CH:25][CH:24]=[CH:23][CH:22]=1)=[O:18])(=[O:14])=[O:13])([CH3:11])[CH3:10]>N1C=CC=CC=1>[CH:1]1([C:4]([O:7][CH2:8][C:9]([S:12]([CH2:15][CH:16]([CH2:27][C:28]2[CH:29]=[CH:30][CH:31]=[CH:32][CH:33]=2)[C:17]([O:19][CH2:20][C:21]2[CH:22]=[CH:23][CH:24]=[CH:25][CH:26]=2)=[O:18])(=[O:14])=[O:13])([CH3:11])[CH3:10])=[O:5])[CH2:3][CH2:2]1. Procedure: In an analogous manner to that described in paragraph (d) above, by reacting cyclopropanecarbonyl chloride and benzyl rac-α-[[(2-hydroxy-1,1-dimethylethyl)sulfonyl]methyl]hydrocinnamate in pyridine there was obtained benzyl rac-[[[2-[(cyclopropylcarbonyl)oxy]-1,1-dimethylethyl]sulfonyl]methyl]hydrocinnamate as a colourless oil, MS: 367 (M-benzyl)+. The reactants are C(=O)(C(F)(F)F)O (TFA), N([C@H](CC1=CNC2=CC=CC=C12)C(=O)N[C@@H](CCCCNC(=O)OCC1=CC=CC=C1)C(=O)OC)C(=O)OC(C)(C)C (BOC-(D)Trp-Lys(Z)-OMe), Cl.C(C)OCC (HCl ethyl-ether). Solvent: C(Cl)Cl (methylene chloride), C(C)OCC (ethyl-ether). Reaction conditions: temperature 0 celsius, time 40 minute. The product is N[C@H](CC1=CNC2=CC=CC=C12)C(=O)N[C@@H](CCCCNC(=O)OCC1=CC=CC=C1)C(=O)OC.Cl (H-(D)Trp-Lys(Z)-OMe hydrochloride). RXN SMILES: C(O)(C(F)(F)F)=O.[NH:8](C(OC(C)(C)C)=O)[C@@H:9]([C:20]([NH:22][C@H:23]([C:39]([O:41][CH3:42])=[O:40])[CH2:24][CH2:25][CH2:26][CH2:27][NH:28][C:29]([O:31][CH2:32][C:33]1[CH:38]=[CH:37][CH:36]=[CH:35][CH:34]=1)=[O:30])=[O:21])[CH2:10][C:11]1[C:19]2[C:14](=[CH:15][CH:16]=[CH:17][CH:18]=2)[NH:13][CH:12]=1.[ClH:50].C(OCC)C>C(Cl)Cl.C(OCC)C>[NH2:8][C@@H:9]([C:20]([NH:22][C@H:23]([C:39]([O:41][CH3:42])=[O:40])[CH2:24][CH2:25][CH2:26][CH2:27][NH:28][C:29]([O:31][CH2:32][C:33]1[CH:38]=[CH:37][CH:36]=[CH:35][CH:34]=1)=[O:30])=[O:21])[CH2:10][C:11]1[C:19]2[C:14](=[CH:15][CH:16]=[CH:17][CH:18]=2)[NH:13][CH:12]=1.[ClH:50] |f:2.3,6.7|. Reported procedure: 150 ml TFA are added to 30 g BOC-(D)Trp-Lys(Z)-OMe in 150 ml methylene chloride pre-cooled to 0° C. The whole is stirred for 40 minutes at room-temperature and then added to 30 ml HCl/ethyl-ether (~5 N) in 4 l ethyl-ether. After thorough stirring the precipitate is filtered off, washed with ethyl-ether and dried to yield the title compound: Reported procedure: Another aspect of this invention is a method of preheating chemical reaction vessels prior to start of operations of an exothermic reaction so that the reactor can be heated from ambient conditions to the temperature at which the exothermic reaction can be initiated and maintained during operation. Preferably, there is provided a chemical reaction vessel having at least two heating assemblies as described hereinabove which are switched to the on position for reactor preheat of about 2000 amps an... Reactants: C(Cl)Cl (methylene chloride), ClC(Cl)Cl (trichloromethane), ClC(=C(Cl)Cl)Cl (perchloroethylene), crude product. Yields the product CCl (methyl chloride), ClC=C(Cl)Cl (trichloroethylene), C(C=C)Cl (allyl chloride). Reaction SMILES: [CH2:1](Cl)[Cl:2].Cl[CH:5]([Cl:7])Cl.[Cl:8][C:9]([Cl:13])=[C:10](Cl)[Cl:11]>>[CH3:1][Cl:2].[Cl:11][CH:10]=[C:9]([Cl:13])[Cl:8].[CH2:5]([Cl:7])[CH:9]=[CH2:10]. Reactants: COC(C1=CC=C(C=C1)Br)(OC)OC (Trimethyl 4-bromo-orthobenzoate), CC(CC(CO)(CO)CO)(C)C (2-(2,2-dimethylpropyl)-2-hydroxymethyl-propan-1,3-diol). The reagents and catalysts are Cl (hydrochloric acid). Yields the product CC(CC12COC(OC1)(OC2)C2=CC=C(C=C2)CCCOC)(C)C (4-(2,2-Dimethylpropyl)-1-[4-(3-methoxyprop-1-yl)phenyl]-2,6,7-trioxabicyclo[2,2,2]octane). Reaction SMILES: [CH3:1][O:2][C:3]([O:13][CH3:14])([O:11][CH3:12])[C:4]1[CH:9]=[CH:8][C:7](Br)=[CH:6][CH:5]=1.C[C:16](C)(C)[CH2:17][C:18]([CH2:23]O)([CH2:21]O)[CH2:19]O>Cl>[CH3:23][C:18]([CH3:19])([CH3:21])[CH2:17][C:16]12[CH2:14][O:13][C:3]([C:4]3[CH:9]=[CH:8][C:7]([CH2:5][CH2:4][CH2:3][O:2][CH3:1])=[CH:6][CH:5]=3)([O:11][CH2:12]1)[O:2][CH2:1]2. Reported procedure: Trimethyl 4-bromo-orthobenzoate (1.5 g.) (McElvain and Venerable, J. Amer. Chem. Soc., 1950, 72, 1661) was added to 2-(2,2-dimethylpropyl)-2-hydroxymethyl-propan-1,3-diol (1.0 g.). One drop of concentrated hydrochloric acid was added and the mixture was maintained at 140° for one hour, under a current of nitrogen. The volatile components were removed in vacuo (1.0 mm), at 140° C.